This data is from the Open Reaction Database (ORD), a public repository of structured organic reaction records. The task is: describe an organic reaction: reactants, conditions, products, and yield Starting materials: ClC1=C(C(=CC=C1Cl)CC=C)O (2,3-dichloro-6-allylphenol), C(C)(=O)[O-].[Na+] (sodium acetate), C([O-])(O)=O.[Na+] (sodium bicarbonate). Run in C(C)(=O)OO (peracetic acid). Run at temperature 25 celsius, time 48 hour. Yields the product ClC1=C(C(=CC=C1Cl)CC1CO1)O (2,3-dichloro-6-(2,3-epoxypropyl)phenol). As a reaction SMILES: [C:1]([O-:4])(=O)[CH3:2].[Na+].[Cl:6][C:7]1[C:12]([Cl:13])=[CH:11][CH:10]=[C:9]([CH2:14]C=C)[C:8]=1[OH:17].C(=O)(O)[O-].[Na+]>C(OO)(=O)C>[Cl:6][C:7]1[C:12]([Cl:13])=[CH:11][CH:10]=[C:9]([CH2:14][CH:1]2[O:4][CH2:2]2)[C:8]=1[OH:17] |f:0.1,3.4|. Procedure details: A stirred solution of sodium acetate (1 g.) in 40% peracetic acid (25 ml.) is cooled to 15° C. then treated dropwise with 2,3-dichloro-6-allylphenol. The reaction mixture is stirred at 25° C. for 48 hours, poured into excess aqueous sodium bicarbonate, extracted into ether, washed with aqueous sodium bicarbonate, water, aqueous ferrous sulfate, water, brine and dried over magnesium sulfate. Evaporation of the ether leaves 2,3-dichloro-6-(2,3-epoxypropyl)phenol which is rearranged by heating at 1... The reactants are ClC1=NC(=CC(=C1)NS(=O)(=O)C1=CC=C(C=C1)NC(C)=O)Cl (N-[4-(2,6-dichloro-pyridin-4-ylsulfamoyl)-phenyl]-acetamide), Cl (HCl). Run in [OH-].[Na+] (NaOH). The product is NC1=CC=C(C=C1)S(=O)(=O)NC1=CC(=NC(=C1)Cl)Cl (4-amino-N-(2,6-dichloro-pyridin-4-yl)-benzenesulfonamide). Isolated yield 93.4%. As a reaction SMILES: [Cl:1][C:2]1[CH:7]=[C:6]([NH:8][S:9]([C:12]2[CH:17]=[CH:16][C:15]([NH:18]C(=O)C)=[CH:14][CH:13]=2)(=[O:11])=[O:10])[CH:5]=[C:4]([Cl:22])[N:3]=1.Cl>[OH-].[Na+]>[NH2:18][C:15]1[CH:16]=[CH:17][C:12]([S:9]([NH:8][C:6]2[CH:7]=[C:2]([Cl:1])[N:3]=[C:4]([Cl:22])[CH:5]=2)(=[O:11])=[O:10])=[CH:13][CH:14]=1 |f:2.3|. Procedure: 1.25 g (0.0035 mol) of N-[4-(2,6-dichloro-pyridin-4-ylsulfamoyl)-phenyl]-acetamide were dissolved in 35 ml of 1N NaOH and boiled at reflux for 2 hours. After cooling the mixture was adjusted to pH 6 with 2N HCl and the precipitate which separated was filtered off. The material on the suction filter was washed well with water and dried. It was subsequently chromatographed on silica gel with ethyl acetate/hexane 1:2→1:1. There were obtained 1.04 g (93%) of 4-amino-N-(2,6-dichloro-pyridin-4-yl)-ben... Starting materials: O (water), CC(C)([O-])C.[K+] (Potassium tert-butoxide), FC1=C(C(=O)NS(=O)(=O)C)C=C(C(=C1)F)F (2,4,5-trifluoro-N-(methylsulfonyl)benzamide), CC(C)([O-])C.[K+] (potassium tert-butoxide). The solvent is CCOC(=O)C (EtOAc), C(CC(O)(C(=O)O)CC(=O)O)(=O)O (citric acid), CS(=O)C (DMSO). Run at time 3 hour. Yields the product C(C)(C)(C)OC1=CC(=C(C(=O)NS(=O)(=O)C)C=C1F)F (4-tert-butoxy-2,5-difluoro-N-(methylsulfonyl)benzamide). Yield: 96.7%. As a reaction SMILES: [CH3:1][C:2]([CH3:5])([O-:4])[CH3:3].[K+].[F:7][C:8]1[CH:20]=[C:19](F)[C:18]([F:22])=[CH:17][C:9]=1[C:10]([NH:12][S:13]([CH3:16])(=[O:15])=[O:14])=[O:11].O>CS(C)=O.CCOC(C)=O.C(O)(=O)CC(CC(O)=O)(C(O)=O)O>[C:2]([O:4][C:19]1[C:18]([F:22])=[CH:17][C:9]([C:10]([NH:12][S:13]([CH3:16])(=[O:15])=[O:14])=[O:11])=[C:8]([F:7])[CH:20]=1)([CH3:5])([CH3:3])[CH3:1] |f:0.1|. Procedure details: Potassium tert-butoxide (1.46 g, 13.0 mmol) was added to a solution of 2,4,5-trifluoro-N-(methylsulfonyl)benzamide (Preparation 108, 1.5 g, 5.924 mmol) in DMSO (10 mL) and stirred at room temperature. After 3 hours, potassium tert-butoxide (140 mg, 1.3 mmol) was further added and stirred for 18 hours more. The reaction mixture was diluted with EtOAc and 10% aqueous citric acid solution. The pH of the water layer was acidic. The organic layer was washed with more 10% aqueous citric acid and brine... The reactants are C(CCC)C1(C(C2=CC=CC(=C2CC1)OCC1=NC2=CC=CC=C2C=C1)O)CCCC ((+)-2,2-dibutyl-5-(2-quinolylmethoxy)-1,2,3,4-tetrahydro-1-naphthol), Cl (hydrogen chloride). The solvent is C(C)(=O)OCC (ethyl acetate), C(C)(=O)OCC (ethyl acetate). Yields the product Cl.C(CCC)C1(C(C2=CC=CC(=C2CC1)OCC1=NC2=CC=CC=C2C=C1)O)CCCC ((+)-2,2-dibutyl-5-(2-quinolylmethoxy)-1,2,3,4-tetrahydro-1-naphthol hydrochloride). As a reaction SMILES: [CH2:1]([C:5]1([CH2:28][CH2:29][CH2:30][CH3:31])[CH2:14][CH2:13][C:12]2[C:7](=[CH:8][CH:9]=[CH:10][C:11]=2[O:15][CH2:16][C:17]2[CH:26]=[CH:25][C:24]3[C:19](=[CH:20][CH:21]=[CH:22][CH:23]=3)[N:18]=2)[CH:6]1[OH:27])[CH2:2][CH2:3][CH3:4].[ClH:32]>C(OCC)(=O)C>[ClH:32].[CH2:1]([C:5]1([CH2:28][CH2:29][CH2:30][CH3:31])[CH2:14][CH2:13][C:12]2[C:7](=[CH:8][CH:9]=[CH:10][C:11]=2[O:15][CH2:16][C:17]2[CH:26]=[CH:25][C:24]3[C:19](=[CH:20][CH:21]=[CH:22][CH:23]=3)[N:18]=2)[CH:6]1[OH:27])[CH2:2][CH2:3][CH3:4] |f:3.4|. Procedure: To a solution of (+)-2,2-dibutyl-5-(2-quinolylmethoxy)-1,2,3,4-tetrahydro-1-naphthol (14.5 g) in ethyl acetate (145 ml) was added 3N-hydrogen chloride solution in ethyl acetate (20 ml) in one portion with vigorous stirring at ambient temperature. After stirring for 20 minutes, the precipitates were collected by filtration and washed with ethyl acetate. The pale yellow solid was recrystallized from acetonitrile to yield (+)-2,2-dibutyl-5-(2-quinolylmethoxy)-1,2,3,4-tetrahydro-1-naphthol hydrochlo... The product is COc1nc(F)c(F)c(CO)c1F. RXN SMILES: [CH3:13][O-:14].[CH3:17][OH:18].[Na+:15].[OH2:16].[OH:1][CH2:2][c:3]1[c:4]([F:12])[c:5]([F:11])[n:6][c:7]([F:10])[c:8]1[F:9]>>[OH:1][CH2:2][c:3]1[c:4]([F:12])[c:5]([O:14][CH3:13])[n:6][c:7]([F:10])[c:8]1[F:9]. The reactants are C[O-], CO, [Na+], O, OCc1c(F)c(F)nc(F)c1F. Starting materials: C(C)(C)(C)OC(=O)N1CCN(CC1)C(=O)C1=C(N(C2=CC(=CC=C12)Cl)C1=CC=CC=C1)Cl (4-(2,6-Dichloro-1-phenyl-1H-indole-3-carbonyl)-piperazine-1-carboxylic acid tert-butyl ester), CC1=C(C=CC=C1)O (2-methylphenol). The product is C(C)(C)(C)OC(=O)N1CCN(CC1)C(=O)C1=C(N(C2=CC(=CC=C12)Cl)C1=CC=CC=C1)OC1=C(C=CC=C1)C (4-[6-Chloro-1-phenyl-2-(2-methyl-phenoxy)-1H-indole-3-carbonyl]-piperazine-1-carboxylic acid tert-butyl ester). As a reaction SMILES: [C:1]([O:5][C:6]([N:8]1[CH2:13][CH2:12][N:11]([C:14]([C:16]2[C:24]3[C:19](=[CH:20][C:21]([Cl:25])=[CH:22][CH:23]=3)[N:18]([C:26]3[CH:31]=[CH:30][CH:29]=[CH:28][CH:27]=3)[C:17]=2Cl)=[O:15])[CH2:10][CH2:9]1)=[O:7])([CH3:4])([CH3:3])[CH3:2].[CH3:33][C:34]1[CH:39]=[CH:38][CH:37]=[CH:36][C:35]=1[OH:40]>>[C:1]([O:5][C:6]([N:8]1[CH2:13][CH2:12][N:11]([C:14]([C:16]2[C:24]3[C:19](=[CH:20][C:21]([Cl:25])=[CH:22][CH:23]=3)[N:18]([C:26]3[CH:31]=[CH:30][CH:29]=[CH:28][CH:27]=3)[C:17]=2[O:40][C:35]2[CH:36]=[CH:37][CH:38]=[CH:39][C:34]=2[CH3:33])=[O:15])[CH2:10][CH2:9]1)=[O:7])([CH3:3])([CH3:4])[CH3:2]. Procedure details: From the compound of step 4 (100 mg, 211 μmol), the title compound was prepared analogously as described in example 1, step 2, using 2-methylphenol. Yield: 29 mg.